From a dataset of the Open Reaction Database (ORD), a public repository of structured organic reaction records. describe an organic reaction: reactants, conditions, products, and yield Reactants: COC=1C(=C(C=CC1OC)C1=C2CCC(C2=CC=C1)=O)OCOC (4-(3,4-Dimethoxy-2-methoxymethoxy-phenyl)-indan-1-one), Cl (hydrochloride). Run in CO (methanol). Run at temperature 50 celsius, time 15 minute. The product is OC1=C(C=CC(=C1OC)OC)C1=C2CCC(C2=CC=C1)=O (4-(2-Hydroxy-3,4-dimethoxy-phenyl)-indan-1-one). As a reaction SMILES: [CH3:1][O:2][C:3]1[C:4]([O:21]COC)=[C:5]([C:11]2[CH:19]=[CH:18][CH:17]=[C:16]3[C:12]=2[CH2:13][CH2:14][C:15]3=[O:20])[CH:6]=[CH:7][C:8]=1[O:9][CH3:10].Cl>CO>[OH:21][C:4]1[C:3]([O:2][CH3:1])=[C:8]([O:9][CH3:10])[CH:7]=[CH:6][C:5]=1[C:11]1[CH:19]=[CH:18][CH:17]=[C:16]2[C:12]=1[CH2:13][CH2:14][C:15]2=[O:20]. Procedure details: To a stirring solution of 4-(3,4-Dimethoxy-2-methoxymethoxy-phenyl)-indan-1-one (1.6 g, 4.87 mmol) in methanol (15 mL) at 0° C., was added concentrated hydrochloride acid (3 mL) and the resultant reaction mixture was stirred at 50° C. for 15 min. The reaction mixture was concentrated under reduced pressure and basified with aq sodium bicarbonate solution extracted with ethyl acetate (3×). The combined ethyl acetate layer was washed with brine, dried over anhydrous sodium sulphate and concentrate... Starting materials: N[C@H](C(=O)O)CCC(=O)N[C@@H](CS)C(=O)NCC(=O)O (glutathione), C(\C=C/C(=O)O)(=O)O (maleic acid), XII, II (iodine). Reagents/catalysts: reaction mixture. Solvent: O (water). Run at time 12 hour. The product is C(=O)(O)C(CC(=O)O)SC[C@H](NC(CC[C@H](N)C(=O)O)=O)C(=O)NCC(=O)O (S-(α,β-Dicarboxyethyl)glutathione). The yield is 71.0%. As a reaction SMILES: [NH2:1][C@@H:2]([CH2:6][CH2:7][C:8]([NH:10][C@H:11]([C:14]([NH:16][CH2:17][C:18]([OH:20])=[O:19])=[O:15])[CH2:12][SH:13])=[O:9])[C:3]([OH:5])=[O:4].[C:21]([OH:28])(=[O:27])/[CH:22]=[CH:23]\[C:24]([OH:26])=[O:25].II>O>[C:24]([CH:23]([S:13][CH2:12][C@@H:11]([C:14]([NH:16][CH2:17][C:18]([OH:20])=[O:19])=[O:15])[NH:10][C:8](=[O:9])[CH2:7][CH2:6][C@@H:2]([C:3]([OH:5])=[O:4])[NH2:1])[CH2:22][C:21]([OH:28])=[O:27])([OH:26])=[O:25]. Procedure: In 150 ml of water are dissolved 9.2 g of glutathione and 5.0 g of maleic acid and the solution is allowed to stand at room temperature for 12 hours. One or 2 drops of the reaction mixture is taken as a test sample and one drop of 0.01 N-iodine test solution (Japanese Pharmacopoeia XII) is added. After confirming that the consumption of iodine has ceased, 6.6 g of copper acetate (monohydrate) is added to the reaction mixture and dissolved and any precipitate is filtered off. The filtrate is conc... The reactants are C(C)(=O)OC(C)=O (acetic anhydride), C(#N)C1=CC=C(C(=O)N)C=C1 (p-cyanobenzamide), N(=O)[N+](=O)[O-] (dinitrogen trioxide). Solvent: C(C)(=O)O (Acetic acid). Run at time 6 hour. Yields the product C(#N)C1=CC=C(C(=O)O)C=C1 (p-cyanobenzoic acid). Yield: 94.0%. As a reaction SMILES: C([O:4][C:5](=[O:7])[CH3:6])(=O)C.[C:8]([C:10]1[CH:18]=[CH:17]C(C(N)=O)=[CH:12][CH:11]=1)#[N:9].N([N+]([O-])=O)=O>C(O)(=O)C>[C:8]([C:10]1[CH:18]=[CH:17][C:6]([C:5]([OH:4])=[O:7])=[CH:12][CH:11]=1)#[N:9]. Procedure details: Acetic acid (30 ml), acetic anhydride (70 ml), and p-cyanobenzamide (5 g) were mixed with stirring under cooling with ice, to thereby obtain a mixture. The mixture was allowed to react while dinitrogen trioxide gas was introduced thereto at 190 N ml/hour for six hours. The residual solvent was removed through distillation in vacuum, and water was added to the residue, to thereby form crystals. The precipitated crystals were collected through filtration, washed with water, and dried, to thereby o... Starting materials: [OH-].[Na+] (sodium hydroxide), N12CCCN=C2CCC1 (1,5-diazabicyclo[4.3.0]non-5-ene), [H-].[Al+3].[Li+].[H-].[H-].[H-] (lithium aluminium hydride), ClC1=C(CCl)C=CC=C1 (2-chlorobenzyl chloride). The solvent is O (water), O (water), O1CCCC1 (tetrahydrofuran). Reaction conditions: temperature 0 celsius. The product is ClC1=C(CN2CCCN3CCCC23)C=CC=C1 (5-(2′-chlorobenzyl)-1,5-diazabicyclo[4.3.0]nonane). Reaction SMILES: [N:1]12[CH2:9][CH2:8][CH2:7][C:6]1=[N:5][CH2:4][CH2:3][CH2:2]2.[Cl:10][C:11]1[CH:18]=[CH:17][CH:16]=[CH:15][C:12]=1[CH2:13]Cl.[H-].[Al+3].[Li+].[H-].[H-].[H-].[OH-].[Na+]>O1CCCC1.O>[Cl:10][C:11]1[CH:18]=[CH:17][CH:16]=[CH:15][C:12]=1[CH2:13][N:5]1[CH:6]2[N:1]([CH2:9][CH2:8][CH2:7]2)[CH2:2][CH2:3][CH2:4]1 |f:2.3.4.5.6.7,8.9|. Procedure details: In a 250 ml three-necked flask, 5 g (0.04 mol) of 1,5-diazabicyclo[4.3.0]non-5-ene are dissolved in 100 ml of tetrahydrofuran, and at room temperature 6.48 g (0.04 mol) of 2-chlorobenzyl chloride are slowly added with stirring. A colourless suspension is formed which is stirred overnight. The suspension is then filtered, the salt isolated by filtration is washed, and the washed salt is suspended in 100 ml of tetrahydrofuran. Added to this suspension in portions is 0.76 g (0.02 mol) of lithium al... Starting materials: BrCCCCOC1=CC2=C(C(=NS2)C2=CC=C(C=C2)Cl)C=C1 (6-(4-Bromo-butoxy)-3-(4-chloro-phenyl)-benzo[d]isothiazole), C(C)(C)NC (N-Isopropylmethylamine). Product: ClC1=CC=C(C=C1)C1=NSC2=C1C=CC(=C2)OCCCCN(C)C(C)C ({4-[3-(4-Chloro-phenyl)-benzo[d]isothiazol-6-yloxy]-butyl}-isopropyl-methyl-amine). Reaction SMILES: Br[CH2:2][CH2:3][CH2:4][CH2:5][O:6][C:7]1[CH:22]=[CH:21][C:10]2[C:11]([C:14]3[CH:19]=[CH:18][C:17]([Cl:20])=[CH:16][CH:15]=3)=[N:12][S:13][C:9]=2[CH:8]=1.[CH:23]([NH:26][CH3:27])([CH3:25])[CH3:24]>>[Cl:20][C:17]1[CH:18]=[CH:19][C:14]([C:11]2[C:10]3[CH:21]=[CH:22][C:7]([O:6][CH2:5][CH2:4][CH2:3][CH2:2][N:26]([CH:23]([CH3:25])[CH3:24])[CH3:27])=[CH:8][C:9]=3[S:13][N:12]=2)=[CH:15][CH:16]=1. Reported procedure: According to the method in example 7, 6-(4-Bromo-butoxy)-3-(4-chloro-phenyl)-benzo[d]isothiazole and N-Isopropylmethylamine were converted to yield {4-[3-(4-Chloro-phenyl)-benzo[d]isothiazol-6-yloxy]-butyl}-isopropyl-methyl-amine, MS: 389 (MH+, 1Cl). The reactants are C1(CC1)N1C=C(C(C2=CC(=C(C(=C12)F)F)F)=O)C(=O)O (1-cyclopropyl-6,7,8-trifluoro-1,4-dihydro-4-oxo-3-quinolinecarboxylic acid), C1(CC1)NC[C@H]1CNC[C@H]1F ((3R,4S)-3-cyclopropylaminomethyl-4-fluoropyrrolidine). Product: C1(CC1)N1C=C(C(C2=CC(=C(C(=C12)F)N1C[C@@H]([C@@H](C1)F)CNC1CC1)F)=O)C(=O)O (1-cyclopropyl-7-[(3S,4S)-3-cyclopropylaminomethyl-4-fluoro-1-pyrrolidinyl]-6,8-difluoro-1,4-dihydro-4-oxo-3-quinolinecarboxylic acid). The yield is 49.8%. As a reaction SMILES: [CH:1]1([N:4]2[C:13]3[C:8](=[CH:9][C:10]([F:16])=[C:11](F)[C:12]=3[F:14])[C:7](=[O:17])[C:6]([C:18]([OH:20])=[O:19])=[CH:5]2)[CH2:3][CH2:2]1.[CH:21]1([NH:24][CH2:25][C@@H:26]2[C@H:30]([F:31])[CH2:29][NH:28][CH2:27]2)[CH2:23][CH2:22]1>>[CH:1]1([N:4]2[C:13]3[C:8](=[CH:9][C:10]([F:16])=[C:11]([N:28]4[CH2:29][C@@H:30]([F:31])[C@@H:26]([CH2:25][NH:24][CH:21]5[CH2:22][CH2:23]5)[CH2:27]4)[C:12]=3[F:14])[C:7](=[O:17])[C:6]([C:18]([OH:20])=[O:19])=[CH:5]2)[CH2:3][CH2:2]1. Procedure: Using 1-cyclopropyl-6,7,8-trifluoro-1,4-dihydro-4-oxo-3-quinolinecarboxylic acid (212 mg) and (3R,4S)-3-cyclopropylaminomethyl-4-fluoropyrrolidine (142 mg), the same procedure was followed as in Example 23 to give 1-cyclopropyl-7-[(3S,4S)-3-cyclopropylaminomethyl-4-fluoro-1-pyrrolidinyl]-6,8-difluoro-1,4-dihydro-4-oxo-3-quinolinecarboxylic acid as a pale yellow crystals (157 mg). The reactants are C(#N)C1=CC=C(C=C1)C1=C(C=C(N=N1)Cl)C (6-(p-cyanophenyl)-5-methyl-3-chloropyridazine), C(NN)(=O)OC (methyl carbazate). The solvent is C(CCC)O (n-butanol). Product: C(#N)C1=CC=C(C=C1)C1=C(C=C(N=N1)NNC(=O)OC)C (Methyl 3-[6-(p-cyanophenyl)-5-methyl-3-pyridazinyl]carbazate). Reaction SMILES: [C:1]([C:3]1[CH:8]=[CH:7][C:6]([C:9]2[N:14]=[N:13][C:12](Cl)=[CH:11][C:10]=2[CH3:16])=[CH:5][CH:4]=1)#[N:2].[C:17]([O:21][CH3:22])(=[O:20])[NH:18][NH2:19]>C(O)CCC>[C:1]([C:3]1[CH:8]=[CH:7][C:6]([C:9]2[N:14]=[N:13][C:12]([NH:19][NH:18][C:17]([O:21][CH3:22])=[O:20])=[CH:11][C:10]=2[CH3:16])=[CH:5][CH:4]=1)#[N:2]. Procedure: A mixture of 18.0 g. of 6-(p-cyanophenyl)-5-methyl-3-chloropyridazine, 13.3 g. of methyl carbazate and 200 ml. of n-butanol is refluxed for 3 hours. The solvent is removed to give an oil which crystallizes on addition of water to give 11.9 g. of product. Recrystallization from methanol-ether gives white crystals, m.p. 191°-192° C. The reactants are Cl.ClCC1=NC=CC(=C1C)SCC=1SC=CC1 (2-Chloromethyl-3-methyl-4-(2-thienylmethylthio)pyridine hydrochloride), SC1=NC2=C(N1)C=CC=C2 (2-mercapto-1H-benzimidazole), [OH-].[Na+] (sodium hydroxide). The solvent is C(C)O (ethanol). The product is CC=1C(=NC=CC1SCC=1SC=CC1)CSC1=NC2=C(N1)C=CC=C2 (2-{[[3-Methyl-4-(2-thienylmethylthio)-2-pyridinyl]methyl]thio}-1H-benzimidazole). Isolated yield 75.0%. As a reaction SMILES: Cl.Cl[CH2:3][C:4]1[C:9]([CH3:10])=[C:8]([S:11][CH2:12][C:13]2[S:14][CH:15]=[CH:16][CH:17]=2)[CH:7]=[CH:6][N:5]=1.[SH:18][C:19]1[NH:23][C:22]2[CH:24]=[CH:25][CH:26]=[CH:27][C:21]=2[N:20]=1.[OH-].[Na+]>C(O)C>[CH3:10][C:9]1[C:4]([CH2:3][S:18][C:19]2[NH:23][C:22]3[CH:24]=[CH:25][CH:26]=[CH:27][C:21]=3[N:20]=2)=[N:5][CH:6]=[CH:7][C:8]=1[S:11][CH2:12][C:13]1[S:14][CH:15]=[CH:16][CH:17]=1 |f:0.1,3.4|. Reported procedure: 2-Chloromethyl-3-methyl-4-(2-thienylmethylthio)pyridine hydrochloride, 2-mercapto-1H-benzimidazole and sodium hydroxide are reacted in ethanol at 25° C. for 20 h. After crystallization from toluene/methanol, the title compound is isolated. Yield: 75%, m.p. 131°-133° C.